Dataset: the Open Reaction Database (ORD), a public repository of structured organic reaction records. Task: describe an organic reaction: reactants, conditions, products, and yield Reactants: C(C)(=O)OC(C)=O (acetic anhydride), C(Cl)Cl (methylene chloride), Cl.OC1=C(C(=O)NC2=C(C(=O)O)C=CC(=C2)C2=CC=CC=C2)C=C(C=C1)OC1CCNCC1 (2-(2-hydroxy-5-(piperidin-4-yloxy)benzamido)-4-phenylbenzoic acid hydrochloride), C(C)(=O)OC(C)=O (acetic anhydride). Solvent: N1=CC=CC=C1 (pyridine), N1=CC=CC=C1 (Pyridine). Reaction conditions: time 1 hour. The product is C(C)(=O)N1CCC(CC1)OC=1C=CC(=C(C(=O)NC2=C(C(=O)O)C=CC(=C2)C2=CC=CC=C2)C1)O (2-(5-(1-acetylpiperidin-4-yloxy)-2-hydroxybenzamido)-4-phenylbenzoic acid). RXN SMILES: [C:1](OC(=O)C)(=[O:3])[CH3:2].C(Cl)Cl.Cl.[OH:12][C:13]1[CH:36]=[CH:35][C:34]([O:37][CH:38]2[CH2:43][CH2:42][NH:41][CH2:40][CH2:39]2)=[CH:33][C:14]=1[C:15]([NH:17][C:18]1[CH:26]=[C:25]([C:27]2[CH:32]=[CH:31][CH:30]=[CH:29][CH:28]=2)[CH:24]=[CH:23][C:19]=1[C:20]([OH:22])=[O:21])=[O:16]>N1C=CC=CC=1>[C:1]([N:41]1[CH2:40][CH2:39][CH:38]([O:37][C:34]2[CH:35]=[CH:36][C:13]([OH:12])=[C:14]([CH:33]=2)[C:15]([NH:17][C:18]2[CH:26]=[C:25]([C:27]3[CH:28]=[CH:29][CH:30]=[CH:31][CH:32]=3)[CH:24]=[CH:23][C:19]=2[C:20]([OH:22])=[O:21])=[O:16])[CH2:43][CH2:42]1)(=[O:3])[CH3:2] |f:2.3|. Reported procedure: Under ice-cooling, pyridine (0.30 mL) and acetic anhydride (6.7 μL) were sequentially added to a methylene chloride (1 mL) suspension of 2-(2-hydroxy-5-(piperidin-4-yloxy)benzamido)-4-phenylbenzoic acid hydrochloride (0.030 g), followed by stirring at room temperature for 1 hour. Pyridine (0.20 mL) and acetic anhydride (5.4 μL) were sequentially added to the reaction mixture, followed by stirring at room temperature for 1 hour and 30 minutes. The solvent was evaporated under reduced pressure, an... Reactants: N[C@H](C(=O)NCCCC[C@@H](CO)N(CC(C)C)S(=O)(=O)C1=CC=C(C=C1)N)CC1=CC2=CC=CC=C2C=C1 ((2S,5S)-2-Amino-N-{5-[(4-amino-benzenesulfonyl)-isobutyl-amino]-6-hydroxy-hexyl}-3-naphthalen-2-yl-propionamide), N[C@H](C(=O)NCCCC[C@@H](CO)N(CC(C)C)S(=O)(=O)C1=CC=C(C=C1)N)CC1=CC2=CC=CC=C2C=C1 ((2S,5S)-2-Amino-N-{5-[(4-amino-benzenesulfonyl)-isobutyl-amino]-6-hydroxy-hexyl}-3-naphthalen-2-yl-propionamide), C(CC)=O (propionaldehyde). Product: NC1=CC=C(C=C1)S(=O)(=O)N([C@@H](CCCCNC([C@H](CC1=CC2=CC=CC=C2C=C1)NCCC)=O)CO)CC(C)C ((2S,5S)-N-{5-[(4-Amino-benzenesulfonyl)-isobutyl-amino]-6-hydroxy-hexyl}-3-naphthalen-2-yl-2-propylamino-propionamide). As a reaction SMILES: [NH2:1][C@@H:2]([CH2:28][C:29]1[CH:38]=[CH:37][C:36]2[C:31](=[CH:32][CH:33]=[CH:34][CH:35]=2)[CH:30]=1)[C:3]([NH:5][CH2:6][CH2:7][CH2:8][CH2:9][C@H:10]([N:13]([S:18]([C:21]1[CH:26]=[CH:25][C:24]([NH2:27])=[CH:23][CH:22]=1)(=[O:20])=[O:19])[CH2:14][CH:15]([CH3:17])[CH3:16])[CH2:11][OH:12])=[O:4].[CH:39](=O)[CH2:40][CH3:41]>>[NH2:27][C:24]1[CH:23]=[CH:22][C:21]([S:18]([N:13]([CH2:14][CH:15]([CH3:17])[CH3:16])[C@H:10]([CH2:11][OH:12])[CH2:9][CH2:8][CH2:7][CH2:6][NH:5][C:3](=[O:4])[C@@H:2]([NH:1][CH2:39][CH2:40][CH3:41])[CH2:28][C:29]2[CH:38]=[CH:37][C:36]3[C:31](=[CH:32][CH:33]=[CH:34][CH:35]=3)[CH:30]=2)(=[O:20])=[O:19])=[CH:26][CH:25]=1. Procedure details: The title compound was prepared from (2S,5S)-2-amino-N-{5-[(4-amino-benzenesulfonyl)-isobutyl-amino]-6-hydroxy-hexyl}-3-naphthalen-2-yl-propionamide (product of example 49) as described in general procedure F using propionaldehyde. The final product was obtained in 40% yield. The reactants are Br.ClC1=C(C=C(C=C1)C1(N(C(SC1)=NCC(C)C)C)O)S(N)(=O)=O (4-(4-chloro-3-sulfamoylphenyl)-2-isobutylimino-3-methyl-1,3-thiazolidine-4-ol-hydrobromide). Solvent: O (water). Product: ClC1=C(C=C(C=C1)C1(N(C(SC1)=NCC(C)C)C)O)S(N)(=O)=O (4-(4-Chloro-3-sulfamoylphenyl)-2-isobutylimino-3-methyl-1,3-thiazolidine-4-ol). Reaction SMILES: Br.[Cl:2][C:3]1[CH:8]=[CH:7][C:6]([C:9]2([OH:20])[CH2:13][S:12][C:11](=[N:14][CH2:15][CH:16]([CH3:18])[CH3:17])[N:10]2[CH3:19])=[CH:5][C:4]=1[S:21](=[O:24])(=[O:23])[NH2:22]>O>[Cl:2][C:3]1[CH:8]=[CH:7][C:6]([C:9]2([OH:20])[CH2:13][S:12][C:11](=[N:14][CH2:15][CH:16]([CH3:17])[CH3:18])[N:10]2[CH3:19])=[CH:5][C:4]=1[S:21](=[O:23])(=[O:24])[NH2:22] |f:0.1|. Procedure: 8 g of 4-(4-chloro-3-sulfamoylphenyl)-2-isobutylimino-3-methyl-1,3-thiazolidine-4-ol-hydrobromide were dissolved in 30 ml of water and the end product was precipitated by pouring it into 20 ml of a saturated and stirred sodium carbonate solution. Conditions: time 16 hour. Run in CC(=O)O (HOAc), C(C)#N (acetonitrile). Reported procedure: 1.32 mL (17.63 mmol) of formalin solution (37% in water) and 443 mg (7.05 mmol) of sodium cyanoborohydride were added to a solution of 0.50 g (1.76 mmol) of 2-bromo-5-(4-chlorophenyl)pyridin-3-ylamine (Example 16.1c) in 20 mL of acetonitrile, the mixture was acidified to pH 4 with HOAc, and stirred for 16 hours at RT. The reaction mixture was acidified with 4M aqueous HCl and stirred for 1 hour at RT. It was made alkaline with sat. aqueous sodium carbonate solution and the aqueous phase was exha... Product: BrC1=NC=C(C=C1CN)C1=CC=C(C=C1)Cl ([2-bromo-5-(4-chlorophenyl)pyridin-3-yl]methylamine). As a reaction SMILES: C=O.[C:3]([BH3-])#[N:4].[Na+].[Br:7][C:8]1[C:13](N)=[CH:12][C:11]([C:15]2[CH:20]=[CH:19][C:18]([Cl:21])=[CH:17][CH:16]=2)=[CH:10][N:9]=1.Cl.C(=O)([O-])[O-].[Na+].[Na+]>C(#N)C.CC(O)=O>[Br:7][C:8]1[C:13]([CH2:3][NH2:4])=[CH:12][C:11]([C:15]2[CH:20]=[CH:19][C:18]([Cl:21])=[CH:17][CH:16]=2)=[CH:10][N:9]=1 |f:1.2,5.6.7|. Starting materials: C([O-])([O-])=O.[Na+].[Na+] (sodium carbonate), C=O (formalin), Cl (HCl), C(#N)[BH3-].[Na+] (sodium cyanoborohydride), BrC1=NC=C(C=C1N)C1=CC=C(C=C1)Cl (2-bromo-5-(4-chlorophenyl)pyridin-3-ylamine). Reactants: ClC=1C=C(CN2C(=NC=C2)C=O)C=C(C1)Cl (1-(3,5-dichloro-benzyl)-1H-imidazole-2-carbaldehyde), C(C)C1=C(C(OP(=O)(O)CC(=O)[O-])(CC)CC)C=CC=C1 (triethyl-2-benzylphosponoacetate), [Li+].[OH-] (LiOH), C1CCOC1 (THF). Conditions: time 14 hour. Yields the product C(C)OC(C(=CC=1N(C=CN1)CC1=CC(=CC(=C1)Cl)Cl)CC1=CC=CC=C1)=O (2-benzyl-3-[1-(3,5-dichloro-benzyl)-1H-imidazol-2-yl]-acrylic acid ethyl ester). The yield is 42.0%. Reaction SMILES: [Cl:1][C:2]1[CH:3]=[C:4]([CH:13]=[C:14]([Cl:16])[CH:15]=1)[CH2:5][N:6]1[CH:10]=[CH:9][N:8]=[C:7]1[CH:11]=O.C([C:19]1[CH:37]=[CH:36][CH:35]=[CH:34][C:20]=1[C:21]([CH2:32][CH3:33])(CC)OP(CC([O-])=O)(O)=O)C.[Li+].[OH-:39].C1C[O:43][CH2:42][CH2:41]1>>[CH2:42]([O:43][C:33](=[O:39])[C:32]([CH2:21][C:20]1[CH:19]=[CH:37][CH:36]=[CH:35][CH:34]=1)=[CH:11][C:7]1[N:6]([CH2:5][C:4]2[CH:3]=[C:2]([Cl:1])[CH:15]=[C:14]([Cl:16])[CH:13]=2)[CH:10]=[CH:9][N:8]=1)[CH3:41] |f:2.3|. Reported procedure: To a solution of 1-(3,5-dichloro-benzyl)-1H-imidazole-2-carbaldehyde (see Example 2) (0.59 g, 2.33 mmol) and triethyl-2-benzylphosponoacetate (0.81 g, 2.58 mmol) (prepared according to J. Med. Chem. 1993, 36, 87-94) in dry THF (3 mL) was added LiOH (62 mg, 2.58 mmol). The mixture was stirred for 14 h at ambient temperature then partitioned with water (20 mL) and EtOAc (40 mL). The organic layer was collected, washed with brine, dried over MgSO4 and concentrated in vacuo. The material was purifie...